Dataset: the Open Reaction Database (ORD), a public repository of structured organic reaction records. Task: describe an organic reaction: reactants, conditions, products, and yield The reactants are O=C([O-])[O-], CC1CNCCN1, CCO, ClCc1ccccc1, [K+], [K+], [Na+], [OH-]. Yields the product CC1CN(Cc2ccccc2)CCN1. Reaction SMILES: [C:16](=[O:17])([O-:18])[O-:19].[CH3:1][CH:2]1[NH:3][CH2:4][CH2:5][NH:6][CH2:7]1.[CH3:22][CH2:23][OH:24].[Cl:8][CH2:9][c:10]1[cH:11][cH:12][cH:13][cH:14][cH:15]1.[K+:20].[K+:21].[Na+:26].[OH-:25]>>[CH3:1][CH:2]1[NH:3][CH2:4][CH2:5][N:6]([CH2:9][c:10]2[cH:11][cH:12][cH:13][cH:14][cH:15]2)[CH2:7]1. The reactants are FC1=CC=C(C=C1)C(CCCCCC(=O)OC)=O (methyl 7-(4-fluorophenyl)-7-oxoheptanoate), complex, CO (methanol), C1(=CC=CC=C1)C1([C@@H]2N(B(O1)C)CCC2)C2=CC=CC=C2 ((R)-3,3-diphenyl-1-methyltetrahydro-1H,3H-pyrrolo[1,2-c] [1,3,2]oxazaborole), complex. Run in O1CCCC1 (tetrahydrofuran), O1CCCC1 (tetrahydrofuran), O1CCCC1 (tetrahydrofuran), O1CCCC1 (tetrahydrofuran). Run at time 25 minute. The product is FC1=CC=C(C=C1)[C@H](CCCCCC(=O)OC)O (methyl (S)-7-(4-fluorophenyl)-7-hydroxyheptanoate). The yield is 98.4%. As a reaction SMILES: C1(C2(C3C=CC=CC=3)OB(C)N3CCC[C@H]23)C=CC=CC=1.[F:22][C:23]1[CH:28]=[CH:27][C:26]([C:29](=[O:39])[CH2:30][CH2:31][CH2:32][CH2:33][CH2:34][C:35]([O:37][CH3:38])=[O:36])=[CH:25][CH:24]=1.CO>O1CCCC1>[F:22][C:23]1[CH:24]=[CH:25][C:26]([C@@H:29]([OH:39])[CH2:30][CH2:31][CH2:32][CH2:33][CH2:34][C:35]([O:37][CH3:38])=[O:36])=[CH:27][CH:28]=1. Procedure details: To a solution of (R)-3,3-diphenyl-1-methyltetrahydro-1H,3H-pyrrolo[1,2-c] [1,3,2]oxazaborole (1.1 g) in tetrahydrofuran (20 ml) was added at 0° C. 1M tetrahydrofuran solution of boranetetrahydrofuran complex (4 ml). To this solution were added dropwise a solution of methyl 7-(4-fluorophenyl)-7-oxoheptanoate (10.0 g, 39.6 mmol) in tetrahydrofuran (20 ml) and 1M tetrahydrofuran solution of boranetetrahydrofuran complex (20 ml), simultaneously, taking 25 minutes. The mixture was stirred for 30 minu... The reactants are O=C([O-])[O-], C1CCOC1, O=C(CCCl)c1ccccc1, [K+], [K+], Nc1ccc(C(=O)c2ccccc2)cc1, [Zn]. Yields the product Nc1ccc(C(=C(CCCl)c2ccccc2)c2ccccc2)cc1. Reaction SMILES: [C:32](=[O:33])([O-:34])[O-:35].[CH2:27]1[O:28][CH2:29][CH2:30][CH2:31]1.[Cl:16][CH2:17][CH2:18][C:19](=[O:20])[c:21]1[cH:22][cH:23][cH:24][cH:25][cH:26]1.[K+:36].[K+:37].[NH2:1][c:2]1[cH:3][cH:4][c:5]([C:8](=[O:9])[c:10]2[cH:11][cH:12][cH:13][cH:14][cH:15]2)[cH:6][cH:7]1.[Zn:38]>>[NH2:1][c:2]1[cH:3][cH:4][c:5]([C:8]([c:10]2[cH:11][cH:12][cH:13][cH:14][cH:15]2)=[C:19]([CH2:18][CH2:17][Cl:16])[c:21]2[cH:22][cH:23][cH:24][cH:25][cH:26]2)[cH:6][cH:7]1.